This data is from the Open Reaction Database (ORD), a public repository of structured organic reaction records. The task is: describe an organic reaction: reactants, conditions, products, and yield Reactants: 2Z, CN(C\C=C/C1=NC=CC=C1OCCOC1OCCCC1)C (N,N-dimethyl-N-((2Z)-3-{3-[2-(tetrahydro-2H-pyran-2-yloxy)ethoxy]pyridin-2-yl}prop-2-enyl)amine). The reagents and catalysts are [Pd] (Pd/C). Solvent: CO (MeOH). The product is CN(CCCC1=NC=CC=C1OCCO)C (2-({2-[3-(Dimethylamino)propyl]pyridin-3-yl}oxy)ethanol). The yield is 56.9%. RXN SMILES: [CH3:1][N:2]([CH3:22])[CH2:3]/[CH:4]=[CH:5]\[C:6]1[C:11]([O:12][CH2:13][CH2:14][O:15]C2CCCCO2)=[CH:10][CH:9]=[CH:8][N:7]=1>CO.[Pd]>[CH3:22][N:2]([CH3:1])[CH2:3][CH2:4][CH2:5][C:6]1[C:11]([O:12][CH2:13][CH2:14][OH:15])=[CH:10][CH:9]=[CH:8][N:7]=1. Procedure: To a mixture of the cis and trans isomers N,N-dimethyl-N-((2E and 2Z)-3-{3-[2-(tetrahydro-2H-pyran-2-yloxy)ethoxy]pyridin-2-yl}prop-2-enyl)amine (from Example 20, Step 2; 3.1 g, 10.1 mmol) in MeOH (50 mL) was added 10% Pd/C (0.30 g) and the mixture was hydrogenated in a Parr apparatus at room temperature at 70 psi H2 overnight. The solvent from the filtered solution was removed under reduced pressure and the tetrahydropyranyl protecting group was removed using the procedure described in Example ... Reactants: C(C)(C)(C)OC(N(CCCCN(CCC)CCC)CC1=CC=C(C=C1)CN)=O ((4-aminomethylbenzyl)-(4-dipropylaminobutyl)carbamic acid t-butyl ester), N1C(=NC=C1)C=O (2-imidazole carboxaldehyde). Solvent: CO (methanol). Conditions: time 17 hour. Product: C(C)(C)(C)OC(N(CC1=CC=C(C=C1)CNCC=1NC=CN1)CCCCN(CCC)CCC)=O ((4-dipropylaminobutyl)-(4-{[(1H-imidazol-2-ylmethyl)amino]methyl}benzyl)carbamic acid t-butyl ester). Isolated yield 107.5%. RXN SMILES: [C:1]([O:5][C:6](=[O:28])[N:7]([CH2:19][C:20]1[CH:25]=[CH:24][C:23]([CH2:26][NH2:27])=[CH:22][CH:21]=1)[CH2:8][CH2:9][CH2:10][CH2:11][N:12]([CH2:16][CH2:17][CH3:18])[CH2:13][CH2:14][CH3:15])([CH3:4])([CH3:3])[CH3:2].[NH:29]1[CH:33]=[CH:32][N:31]=[C:30]1[CH:34]=O>CO>[C:1]([O:5][C:6](=[O:28])[N:7]([CH2:8][CH2:9][CH2:10][CH2:11][N:12]([CH2:13][CH2:14][CH3:15])[CH2:16][CH2:17][CH3:18])[CH2:19][C:20]1[CH:21]=[CH:22][C:23]([CH2:26][NH:27][CH2:34][C:30]2[NH:29][CH:33]=[CH:32][N:31]=2)=[CH:24][CH:25]=1)([CH3:3])([CH3:4])[CH3:2]. Procedure details: The compound (0.78 g) obtained in Example 25-4 was dissolved in methanol (20 ml) and added with 2-imidazole carboxaldehyde (214.6 mg), followed by stirring at room temperature for 17 hours. After the solvent had been distilled off, the residue was dried under vacuum and then dissolved in methanol (15 ml) and then added with sodium borohydride (217.8 mg), followed by stirring at room temperature for 45 minutes. The reaction solution was added with a saturated aqueous ammonium chloride solution (1...